Dataset: the Open Reaction Database (ORD), a public repository of structured organic reaction records. Task: describe an organic reaction: reactants, conditions, products, and yield Starting materials: CC(C)(C)CC(C)(C)NO, CCOc1cc(C=O)ccc1OC, CO, Cl. The product is CCOc1cc(C=[N+]([O-])C(C)(C)CC(C)(C)C)ccc1OC. As a reaction SMILES: [C:14]([CH3:15])([CH3:16])([CH2:17][C:18]([CH3:19])([CH3:20])[CH3:21])[NH:22][OH:23].[CH2:1]([CH3:2])[O:3][c:4]1[cH:5][c:6]([CH:7]=[O:8])[cH:9][cH:10][c:11]1[O:12][CH3:13].[CH3:25][OH:26].[ClH:24]>>[CH2:1]([CH3:2])[O:3][c:4]1[cH:5][c:6]([CH:7]=[N+:22]([C:14]([CH3:15])([CH3:16])[CH2:17][C:18]([CH3:19])([CH3:20])[CH3:21])[O-:23])[cH:9][cH:10][c:11]1[O:12][CH3:13]. Starting materials: O1CCOCC1 (1,4-dioxane), BrC1=CC(=C(C=C1)N1C(NN=C1C[C@H]1CN(CC1)C(=O)C1CC1)=O)F (4-(4-bromo-2-fluorophenyl)-5-{[(3S)-1-(cyclopropylcarbonyl)-3-pyrrolidinyl]methyl}-2,4-dihydro-3H-1,2,4-triazol-3-one), OB(C1=CC=C(C(=O)O)C=C1)O (4-(dihydroxyboranyl)benzoic acid), C(=O)([O-])[O-].[K+].[K+] (K2CO3). Reagents/catalysts: C1=CC=C(C=C1)P([C-]2C=CC=C2)C3=CC=CC=C3.C1=CC=C(C=C1)P([C-]2C=CC=C2)C3=CC=CC=C3.Cl[Pd]Cl.[Fe+2] (PdCl2(dppf)). The solvent is O (water). Yields the product C1(CC1)C(=O)N1C[C@@H](CC1)CC1=NNC(N1C1=C(C=C(C=C1)C1=CC=C(C=C1)C(=O)O)F)=O (4′-(3-{[(3S)-1-(cyclopropylcarbonyl)-3-pyrrolidinyl]methyl}-5-oxo-1,5-dihydro-4H-1,2,4-triazol-4-yl)-3′-fluoro-4-biphenylcarboxylic acid). Reaction SMILES: Br[C:2]1[CH:7]=[CH:6][C:5]([N:8]2[C:12]([CH2:13][C@@H:14]3[CH2:18][CH2:17][N:16]([C:19]([CH:21]4[CH2:23][CH2:22]4)=[O:20])[CH2:15]3)=[N:11][NH:10][C:9]2=[O:24])=[C:4]([F:25])[CH:3]=1.OB(O)[C:28]1[CH:36]=[CH:35][C:31]([C:32]([OH:34])=[O:33])=[CH:30][CH:29]=1.C([O-])([O-])=O.[K+].[K+].O1CCOCC1>O.C1C=CC(P(C2C=CC=CC=2)[C-]2C=CC=C2)=CC=1.C1C=CC(P(C2C=CC=CC=2)[C-]2C=CC=C2)=CC=1.Cl[Pd]Cl.[Fe+2]>[CH:21]1([C:19]([N:16]2[CH2:17][CH2:18][C@@H:14]([CH2:13][C:12]3[N:8]([C:5]4[CH:6]=[CH:7][C:2]([C:28]5[CH:36]=[CH:35][C:31]([C:32]([OH:34])=[O:33])=[CH:30][CH:29]=5)=[CH:3][C:4]=4[F:25])[C:9](=[O:24])[NH:10][N:11]=3)[CH2:15]2)=[O:20])[CH2:23][CH2:22]1 |f:2.3.4,7.8.9.10|. Procedure: A microwave vial was charged with 4-(4-bromo-2-fluorophenyl)-5-{[(3S)-1-(cyclopropylcarbonyl)-3-pyrrolidinyl]methyl}-2,4-dihydro-3H-1,2,4-triazol-3-one (0.29 mmol), 4-(dihydroxyboranyl)benzoic acid (0.32 mmol), PdCl2(dppf) (0.015 mmol), a solution of K2CO3 (0.73 mmol) in water (1 mL), and 1,4-dioxane (3 mL). The vial was purged with nitrogen, sealed and irradiated in a microwave reactor for 30 min at 130° C. (pressure ˜3-4 bar). Analysis of the crude reaction by LCMS indicated ˜80% conversion to... Reactants: [Li]CCCC, Cc1cccnc1, CN(C)c1ccccc1, CC(C)NC(C)C, OCC1CO1, C1CCOC1, O. Yields the product OCC(O)CCc1cccnc1. As a reaction SMILES: [CH2:8]([Li:9])[CH2:10][CH2:11][CH3:12].[CH3:13][c:14]1[cH:15][cH:16][cH:17][n:18][cH:19]1.[CH3:20][N:21]([c:22]1[cH:23][cH:24][cH:25][cH:26][cH:27]1)[CH3:28].[CH:1]([NH:2][CH:3]([CH3:4])[CH3:5])([CH3:6])[CH3:7].[CH:29]1([CH2:30][OH:31])[CH2:32][O:33]1.[O:34]1[CH2:35][CH2:36][CH2:37][CH2:38]1.[OH2:39]>>[CH2:13]([c:14]1[cH:15][cH:16][cH:17][n:18][cH:19]1)[CH2:32][CH:29]([CH2:30][OH:31])[OH:33]. Starting materials: [Br-].ClC=1C(=NC=C(C1)Cl)C(C[N+]12CN3CN(CN(C1)C3)C2)=O (1-[2-(3,5-dichloropyridin-2-yl)-2-oxoethyl]-1,3,5,7-tetraazatricyclo[3,3,1,13,7]decan-1-ium bromide). Run in C(C)O (ethanol), Cl (hydrochloric acid). Reaction conditions: time 14 hour. Yields the product Cl.NCC(=O)C1=NC=C(C=C1Cl)Cl (2-amino-1-(3,5-dichloropyridin-2-yl)ethanone hydrochloride). Isolated yield 179.1%. As a reaction SMILES: [Br-].[Cl:2][C:3]1[C:4]([C:10](=[O:22])[CH2:11][N+:12]23CN4CN(CN(C4)C2)C3)=[N:5][CH:6]=[C:7]([Cl:9])[CH:8]=1>C(O)C.Cl>[ClH:2].[NH2:12][CH2:11][C:10]([C:4]1[C:3]([Cl:2])=[CH:8][C:7]([Cl:9])=[CH:6][N:5]=1)=[O:22] |f:0.1,4.5|. Reported procedure: To a suspension of 7.0 g of 1-[2-(3,5-dichloropyridin-2-yl)-2-oxoethyl]-1,3,5,7-tetraazatricyclo[3,3,1,13,7]decan-1-ium bromide in 70 ml of ethanol, 7 ml of concentrated hydrochloric acid was added, and the mixture was stirred at room temperature for 14 hours. After completion of the reaction, the solid was collected by filtration and washed with 15 ml of ethanol to obtain 3.7 g of the desired product as white crystals. Starting materials: Cl (HCl), 4-h, [BH4-].[Na+] (sodium borohydride), FC(C=1C=C(C=CC1)CC(C)=O)(F)F (1-(3-trifluoromethylphenyl)-2-propanone), C1(=CC=CC=C1)CCCN (3-phenyl-1-propylamine), C(C)(=O)O (acetic acid). The solvent is CO (MeOH). Run at time 0.5 hour. Product: Cl.C1(=CC=CC=C1)CCCNC(CC1=CC(=CC=C1)C(F)(F)F)C (N-(3-Phenylpropyl)-1-(3-trifluoromethylphenyl)-2-aminopropane Hydrochloride). Isolated yield 37.0%. Reaction SMILES: [F:1][C:2]([F:14])([F:13])[C:3]1[CH:4]=[C:5]([CH2:9][C:10](=O)[CH3:11])[CH:6]=[CH:7][CH:8]=1.[C:15]1([CH2:21][CH2:22][CH2:23][NH2:24])[CH:20]=[CH:19][CH:18]=[CH:17][CH:16]=1.C(O)(=O)C.[BH4-].[Na+].[ClH:31]>CO>[ClH:31].[C:15]1([CH2:21][CH2:22][CH2:23][NH:24][CH:10]([CH3:11])[CH2:9][C:5]2[CH:6]=[CH:7][CH:8]=[C:3]([C:2]([F:14])([F:13])[F:1])[CH:4]=2)[CH:20]=[CH:19][CH:18]=[CH:17][CH:16]=1 |f:3.4,7.8|. Reported procedure: A mixture of 1-(3-trifluoromethylphenyl)-2-propanone (102 mg, 0.50 mmol), 3-phenyl-1-propylamine (86 mg, 0.64 mmol), glacial acetic acid (8 mg, 0.13 mmol), and MeOH (2 mL) was allowed to stir at room temperature for 0.5 h. To this mixture was added over a 4-h period sodium borohydride (19 mg, 0.50 mmol) and the mixture was allowed to stir at room temperature for 20 h. The solvents were removed by warming under reduced pressure to give a small amount of an oil which was cooled and treated with 10... The reactants are azo, CC1=CC(=C(C=C1Cl)S(=O)(=O)[O-])NN=C2C(=O)C=CC3=CC=CC=C32.CC1=CC(=C(C=C1Cl)S(=O)(=O)[O-])NN=C2C(=O)C=CC3=CC=CC=C32.[Ba+2] (C.I. Pigment Red). Reagents/catalysts: C1=CC=C2C(=C1)C3=NC4=NC(=NC5=C6C=CC=CC6=C([N-]5)N=C7C8=CC=CC=C8C(=N7)N=C2[N-]3)C9=CC=CC=C94.[Cu] (β-copper phthalocyanine). Product: OCC1C2C3CCCC3C(C1)C2 (8-hydroxymethyltricyclo[5.2.1.02,6 ]decane). RXN SMILES: CC1C(Cl)=CC(S([O-])(=O)=O)=C(NN=[C:15]2[C:25]3[C:20](=[CH:21][CH:22]=[CH:23][CH:24]=3)[CH:19]=[CH:18][C:16]2=O)C=1.CC1C(Cl)=CC(S([O-])(=O)=O)=C(NN=C2C3C(=CC=CC=3)C=C[C:41]2=[O:42])C=1.[Ba+2]>C1C=C2C3[N-]C(C2=CC=1)=NC1=NC(C2C1=CC=CC=2)=NC1[N-]C(=C2C=1C=CC=C2)N=C1C2C(C(=N1)N=3)=CC=CC=2.[Cu]>[OH:42][CH2:41][CH:24]1[CH2:23][CH:22]2[CH2:15][CH:25]1[CH:20]1[CH:21]2[CH2:16][CH2:18][CH2:19]1 |f:0.1.2,3.4|. Procedure: The procedure of Example 6 is repeated, replacing the β-copper phthalocyanine pigment by 14.2 g of the azo pigment, C.I. Pigment Red 166, obtained direct from the synthesis and 0.8 g of 8-hydroxymethyltricyclo[5.2.1.02,6 ]decane [TCD alcohol M®, ex Hoechst] and grinding for 15 instead of 4 hours, to give a high yield azo pigment of the same structure which can be very readily incorporated in plastics and varnishes. Starting materials: IC=1C=C(C=CC1)C(C(F)(F)F)(C(F)(F)F)C1=CC(=CC=C1)I (2,2-bis[3-iodophenyl]-1,1,1,3,3,3-hexafluoropropane), 40.09, FC(F)(F)I (trifluoromethyl iodide). The reagents and catalysts are [Cu] (copper). Run in CN(C=O)C (N,N-dimethylformamide). Run at temperature 150 celsius. Yields the product FC(C=1C=C(C=CC1)C(C(F)(F)F)(C(F)(F)F)C1=CC(=CC=C1)C(F)(F)F)(F)F (2,2-bis[3-(trifluoromethyl) phenyl]-1,1,1,3,3,3-hexafluoropropane). Reaction SMILES: I[C:2]1[CH:3]=[C:4]([C:8]([C:17]2[CH:22]=[CH:21][CH:20]=[C:19](I)[CH:18]=2)([C:13]([F:16])([F:15])[F:14])[C:9]([F:12])([F:11])[F:10])[CH:5]=[CH:6][CH:7]=1.[F:24][C:25](I)([F:27])[F:26]>[Cu].CN(C)C=O>[F:24][C:25]([F:27])([F:26])[C:2]1[CH:3]=[C:4]([C:8]([C:17]2[CH:22]=[CH:21][CH:20]=[C:19]([C:9]([F:12])([F:11])[F:10])[CH:18]=2)([C:13]([F:15])([F:14])[F:16])[C:9]([F:10])([F:12])[F:11])[CH:5]=[CH:6][CH:7]=1. Reported procedure: A 500 mL autoclave was charged with 44.5 g (80.0 mmol) of 2,2-bis[3-iodophenyl]-1,1,1,3,3,3-hexafluoropropane, 40.09 (204 mmol) of trifluoromethyl iodide, 150 mL of dry N,N-dimethylformamide and copper powder (catalyst), and the mixture was heated at a temperature of 150° C. for 24 hours with stirring. After being cooled, the reaction mixture was filtered to remove the copper powder, and the filtrate was fractionally distillated under a reduced pressure to obtain the aimed compound 2Aa.